Dataset: the Open Reaction Database (ORD), a public repository of structured organic reaction records. Task: describe an organic reaction: reactants, conditions, products, and yield Reactants: ClCCCC(=O)N[C@H]1CN(CCC1)C=1N=NC(=C(N1)NC1=CC=C(C=C1)C(=O)N1CCOCC1)C(=O)N ((R)-3-(3-(4-chlorobutanamido)piperidin-1-yl)-5-(4-(morpholine-4-carbonyl)phenylamino)-1,2,4-triazine-6-carboxamide), [H-].[Na+] (NaH), C(=O)(C(F)(F)F)O (TFA). Solvent: CN(C)C=O (DMF), O (water). Conditions: time 1 hour. Yields the product N1(CCOCC1)C(=O)C1=CC=C(C=C1)NC=1N=C(N=NC1C(=O)N)N1C[C@@H](CCC1)N1C(CCC1)=O ((R)-5-(4-(morpholine-4-carbonyl)phenylamino)-3-(3-(2-oxopyrrolidin-1-yl)piperidin-1-yl)-1,2,4-triazine-6-carboxamide), Cl (HCl). RXN SMILES: [Cl:1][CH2:2][CH2:3][CH2:4][C:5]([NH:7][C@@H:8]1[CH2:13][CH2:12][CH2:11][N:10]([C:14]2[N:15]=[N:16][C:17]([C:35]([NH2:37])=[O:36])=[C:18]([NH:20][C:21]3[CH:26]=[CH:25][C:24]([C:27]([N:29]4[CH2:34][CH2:33][O:32][CH2:31][CH2:30]4)=[O:28])=[CH:23][CH:22]=3)[N:19]=2)[CH2:9]1)=[O:6].[H-].[Na+].C(O)(C(F)(F)F)=O>CN(C=O)C.O>[N:29]1([C:27]([C:24]2[CH:25]=[CH:26][C:21]([NH:20][C:18]3[N:19]=[C:14]([N:10]4[CH2:11][CH2:12][CH2:13][C@@H:8]([N:7]5[CH2:2][CH2:3][CH2:4][C:5]5=[O:6])[CH2:9]4)[N:15]=[N:16][C:17]=3[C:35]([NH2:37])=[O:36])=[CH:22][CH:23]=2)=[O:28])[CH2:34][CH2:33][O:32][CH2:31][CH2:30]1.[ClH:1] |f:1.2|. Reported procedure: To a solution of (R)-3-(3-aminopiperidin-1-yl)-5-(4-(morpholine-4-carbonyl)phenylamino)-1,2,4-triazine-6-carboxamide HCl salt (6) (90 mg, 0.19 mmol) in NMP (3 mL) was added DIEA (0.27 mL, 1.52 mmol) and then 3-bromopropanoyl chloride (108 mg, 0.58 mmol). The mixture was stirred at RT for 1 h and then at 60° C. for 1 h. The mixture was cooled to RT, diluted with EtOAc, washed with water and concentrated in vacuo to afford crude (R)-3-(3-(4-chlorobutanamido)piperidin-1-yl)-5-(4-(morpholine-4-carbo... The reactants are C(C1=CC=CC=C1)OC1=CC(=CC2=C1OC(O2)(C)C)CO ((7-benzyloxy-2,2-dimethyl-benzo[1,3]dioxol-5-yl)-methanol), C1(=CC=CC=C1)P(=O)(C1=CC=CC=C1)N=[N+]=[N-] (diphenylphosphoryl azide), N12CCCCCC2=NCCC1 (1,8-diazabicyclo[5.4.0]undec-7-ene). Run in O1CCCC1 (tetrahydrofuran). Yields the product N(=[N+]=[N-])CC=1C=C(C2=C(OC(O2)(C)C)C1)OCC1=CC=CC=C1 (6-azidomethyl-4-benzyloxy-2,2-dimethyl-benzo[1,3]dioxole). As a reaction SMILES: [CH2:1]([O:8][C:9]1[C:14]2[O:15][C:16]([CH3:19])([CH3:18])[O:17][C:13]=2[CH:12]=[C:11]([CH2:20]O)[CH:10]=1)[C:2]1[CH:7]=[CH:6][CH:5]=[CH:4][CH:3]=1.C1(P([N:36]=[N+:37]=[N-:38])(C2C=CC=CC=2)=O)C=CC=CC=1.N12CCCN=C1CCCCC2>O1CCCC1>[N:36]([CH2:20][C:11]1[CH:10]=[C:9]([O:8][CH2:1][C:2]2[CH:7]=[CH:6][CH:5]=[CH:4][CH:3]=2)[C:14]2[O:15][C:16]([CH3:19])([CH3:18])[O:17][C:13]=2[CH:12]=1)=[N+:37]=[N-:38]. Reported procedure: To a 0° C. mixture of (7-benzyloxy-2,2-dimethyl-benzo[1,3]dioxol-5-yl)-methanol (0.57 g, 2.0 mmol) and diphenylphosphoryl azide (0.52 mL, 2.4 mmol) in tetrahydrofuran (10 mL) is added 1,8-diazabicyclo[5.4.0]undec-7-ene (DBU, 0.33 mL, 2.2 mmol). The mixture is allowed to warm to room temperature over the weekend and then quenched with the addition of water. The reaction mixture is extracted 3× with ethyl acetate, and the combined extracts were washed with 5% aqueous potassium hydrogen sulfate sol... The reactants are O=C(CC(=O)OC)CC(=O)OC (dimethyl 3-oxopentanedioate), C(CO)O (ethylene glycol), C[Si](C)(C)Cl (TMSCl). The solvent is C(Cl)Cl (methylene chloride). Run at temperature 50 celsius, time 3 day. Yields the product O1C(OCC1)(CC(=O)OC)CC(=O)OC (dimethyl 2,2′-(1,3-dioxolane-2,2-diyl)diacetate). Isolated yield 50.0%. Reaction SMILES: [O:1]=[C:2]([CH2:8][C:9]([O:11][CH3:12])=[O:10])[CH2:3][C:4]([O:6][CH3:7])=[O:5].[CH2:13](O)[CH2:14][OH:15].C[Si](Cl)(C)C>C(Cl)Cl>[O:1]1[CH2:13][CH2:14][O:15][C:2]1([CH2:3][C:4]([O:6][CH3:7])=[O:5])[CH2:8][C:9]([O:11][CH3:12])=[O:10]. Procedure details: To a solution of 4.2 g (24 mmol) of dimethyl 3-oxopentanedioate and 2.7 ml (48 mmol) of ethylene glycol in 50 mL of methylene chloride was added 12 mL (96 mmol) of TMSCl at room temperature. The reaction mixture was stirred at 50° C. for 3 days. The reaction was quenched with saturated NaHCO3 aqueous solution. The aqueous layer was extracted with ether. The combined organic layers were washed with brine, dried over Na2SO4, evaporated under reduced pressure. Chromatography on silica gel gave the ... Starting materials: COC1=CC=C(C=C1)C(NC(C)C1=CC(=CC(=C1)F)F)C1=CC(=CC=C1)[N+](=O)[O-] (N-[(4-methoxyphenyl)-(3-nitrophenyl)methyl]-N-[1-(3,5-difluorophenyl)ethyl]amine), [BH4-].[Na+] (sodium borohydride). The reagents and catalysts are O.O.O.O.O.O.[Ni](Cl)Cl (nickel chloride hexahydrate). Run in CO (methanol). The product is COC1=CC=C(C=C1)C(C=1C=C(C=CC1)N)NC(C)C1=CC(=CC(=C1)F)F (3-{(4-Methoxyphenyl)-[1-(3,5-difluorophenyl)ethylamino]methyl}phenylamine). The yield is 91.4%. Reaction SMILES: [CH3:1][O:2][C:3]1[CH:8]=[CH:7][C:6]([CH:9]([C:21]2[CH:26]=[CH:25][CH:24]=[C:23]([N+:27]([O-])=O)[CH:22]=2)[NH:10][CH:11]([C:13]2[CH:18]=[C:17]([F:19])[CH:16]=[C:15]([F:20])[CH:14]=2)[CH3:12])=[CH:5][CH:4]=1.[BH4-].[Na+]>CO.O.O.O.O.O.O.[Ni](Cl)Cl>[CH3:1][O:2][C:3]1[CH:8]=[CH:7][C:6]([CH:9]([NH:10][CH:11]([C:13]2[CH:14]=[C:15]([F:20])[CH:16]=[C:17]([F:19])[CH:18]=2)[CH3:12])[C:21]2[CH:22]=[C:23]([NH2:27])[CH:24]=[CH:25][CH:26]=2)=[CH:5][CH:4]=1 |f:1.2,4.5.6.7.8.9.10|. Reported procedure: In a similar manner to that described in Example (1b), a solution of N-[(4-methoxyphenyl)-(3-nitrophenyl)methyl]-N-[1-(3,5-difluorophenyl)ethyl]amine (2.65 g) [prepared as described in step (a) above] in methanol (50 ml), nickel chloride hexahydrate (3.16 g) and sodium borohydride (1.0 g) were reacted, to afford the title compound (2.24 g) as a pale orange oil. The reactants are FC1=CC=C(C=C1)[N+](=O)[O-] (4-fluoronitrobenzene), ClC1=C(C(=CC=C1)F)O (2-chloro-6-fluorophenol), C([O-])([O-])=O.[K+].[K+] (potassium carbonate), [OH-].[Na+] (NaOH), [Na+].[Cl-] (NaCl), ClC1=CC(=C(C=C1)O)F (4-chloro-2-fluorophenol), ClC1=CC(=C(C=C1)O)F (4-chloro-2-fluorophenol), ClC1=C(C(=CC=C1)F)O (2-chloro-6-fluorophenol), ClC1=C(C(=C(C=C1)O)F)Cl (dichlorofluorophenol). Run in CS(=O)C (DMSO). Conditions: temperature 100 celsius, time 30 minute. Product: COC(C(C)OC1=CC=C(C=C1)OC1=C(C=C(C=C1)Cl)F)=O (2-[4-(4-chloro-2-fluorophenoxy)phenoxy]propionic acid methyl ester). As a reaction SMILES: [C:1](=O)([O-])[O-:2].[K+].[K+].[Cl:7][C:8]1[CH:13]=[CH:12][C:11]([OH:14])=[C:10]([F:15])[CH:9]=1.Cl[C:17]1[CH:22]=[CH:21][CH:20]=[C:19](F)[C:18]=1[OH:24].FC1C=CC([N+]([O-])=O)=CC=1.ClC1[CH:41]=[CH:40][C:39]([OH:42])=C(F)C=1Cl.[OH-].[Na+].[Na+].[Cl-]>CS(C)=O>[CH3:1][O:2][C:39](=[O:42])[CH:40]([O:24][C:18]1[CH:19]=[CH:20][C:21]([O:14][C:11]2[CH:12]=[CH:13][C:8]([Cl:7])=[CH:9][C:10]=2[F:15])=[CH:22][CH:17]=1)[CH3:41] |f:0.1.2,7.8,9.10|. Procedure details: To a stirred mixture of potassium carbonate (25.04 g; 0.18 mol) in DMSO (200 ml) under argon atmosphere was added an 8:2 mixture (25 g; 0.171 mol) (from Step 2A) of 4-chloro-2-fluorophenol (~20 g; 0.136 mol) and 2-chloro-6-fluorophenol (~5 g; 0.034 mol). To this mixture was added 4-fluoronitrobenzene (18.05 g; 0.128 mol) and the resulting mixture stirred at 100° C. for 30 minutes. At the end of this time, g.c. showed that the mixture contained (peak areas) ~10% of 2-chloro-6-fluorophenol, ~3% of... Starting materials: ClC\C=C/1\C2=C(OCC3=C1C=CC=C3)C=CC(=C2)C(=O)OC (Methyl (E)-11-(2-chloroethylidene)-6,11-dihydrodibenz[b,e]oxepin-2-carboxylate), N1=CNC2=C1C=CC=C2 (benzimidazole), N1C=CC2=CC=CC=C12 (indole). Yields the product N1(C=CC2=CC=CN=C12)C\C=C/1\C2=C(OCC3=C1C=CC=C3)C=CC(=C2)C(=O)OC (Methyl (E)-11-[2-(7-aza-1-indolyl)ethylidene]-6,11-dihydrodibenz[b,e]oxepin-2-carboxylate). Reaction SMILES: Cl[CH2:2]/[CH:3]=[C:4]1/[C:5]2[CH:18]=[C:17]([C:19]([O:21][CH3:22])=[O:20])[CH:16]=[CH:15][C:6]=2[O:7][CH2:8][C:9]2[CH:14]=[CH:13][CH:12]=[CH:11][C:10]/1=2.[N:23]1[C:27]2[CH:28]=[CH:29][CH:30]=[CH:31][C:26]=2[NH:25][CH:24]=1.N1C2C(=CC=CC=2)C=C1>>[N:25]1([CH2:2]/[CH:3]=[C:4]2/[C:5]3[CH:18]=[C:17]([C:19]([O:21][CH3:22])=[O:20])[CH:16]=[CH:15][C:6]=3[O:7][CH2:8][C:9]3[CH:14]=[CH:13][CH:12]=[CH:11][C:10]/2=3)[C:24]2[C:30](=[CH:29][CH:28]=[CH:27][N:23]=2)[CH:31]=[CH:26]1. Procedure: In Examples 40 through 49, the products were prepared in a manner similar to Example 23, using Compound h and the corresponding benzimidazole or indole derivatives. The reactants are ClC(C(Cl)(Cl)Cl)(Cl)Cl (hexachloroethane), ClC1=NN(C=C1)S(=O)(=O)N(C)C (3-chloro-N,N-dimethyl-1H-pyrazole-1-sulfonamide), ClC1=NN(C=C1)S(=O)(=O)N(C)C (3-chloro-N,N-dimethyl-1H-pyrazole-1-sulfonamide), C(CCC)[Li] (n-butyllithium), C1CCCCC1 (cyclohexane). The solvent is O1CCCC1 (tetrahydrofuran), O1CCCC1 (tetrahydrofuran). Run at time 30 minute. Yields the product ClC1=NN(C(=C1)Cl)S(=O)(=O)N(C)C (3,5-dichloro-N,N-dimethyl-1H-pyrazole-1-sulfonamide). The yield is 100.9%. As a reaction SMILES: [Cl:1][C:2]1[CH:6]=[CH:5][N:4]([S:7]([N:10]([CH3:12])[CH3:11])(=[O:9])=[O:8])[N:3]=1.C([Li])CCC.C1CCCCC1.[Cl:24]C(Cl)(Cl)C(Cl)(Cl)Cl>O1CCCC1>[Cl:1][C:2]1[CH:6]=[C:5]([Cl:24])[N:4]([S:7]([N:10]([CH3:12])[CH3:11])(=[O:9])=[O:8])[N:3]=1. Procedure details: Under a nitrogen atmosphere, a solution of 3-chloro-N,N-dimethyl-1H-pyrazole-1-sulfonamide (1.68 g, 8 mmol) (i.e. the product of Example 12, Step B) in tetrahydrofuran (10 mL) was cooled to −78° C. and then treated with a solution of 2 M n-butyllithium in cyclohexane (4.5 mL, 9 mmol) dropwise. The solution formed a thick precipitate and was allowed to stir for 30 minutes after the addition. To the stirred suspension, a solution of hexachloroethane (2.0 g, 8.5 mmol) in tetrahydrofuran (10 mL) was... Reactants: [C-]#N, CC#N, CC[N+](CC)(CC)CC, COC(=O)C1=C(C(=O)OC)C(Br)CC1. The product is COC(=O)C1=C(C(=O)OC)C(C#N)CC1. As a reaction SMILES: [C-:18]#[N:19].[C:15]([CH3:16])#[N:17].[CH2:20]([N+:21]([CH2:22][CH3:23])([CH2:24][CH3:25])[CH2:26][CH3:27])[CH3:28].[CH3:1][O:2][C:3](=[O:4])[C:5]1=[C:6]([C:11](=[O:12])[O:13][CH3:14])[CH:7]([Br:10])[CH2:8][CH2:9]1>>[CH3:1][O:2][C:3](=[O:4])[C:5]1=[C:6]([C:11](=[O:12])[O:13][CH3:14])[CH:7]([C:15]#[N:17])[CH2:8][CH2:9]1. Starting materials: Cc1cnc(NC(=O)C(COC2CCC2)O[Si](C)(C)C(C)(C)C)cn1, CCCC[N+](CCCC)(CCCC)CCCC, [F-], C1CCOC1. The product is Cc1cnc(NC(=O)C(O)COC2CCC2)cn1. RXN SMILES: [C:19]([Si:20]([CH3:21])([CH3:22])[O:24][CH:25]([C:26](=[O:27])[NH:28][c:29]1[n:30][cH:31][c:32]([CH3:35])[n:33][cH:34]1)[CH2:36][O:37][CH:38]1[CH2:39][CH2:40][CH2:41]1)([CH3:23])([CH3:42])[CH3:43].[CH3:2][CH2:3][CH2:4][CH2:5][N+:6]([CH2:7][CH2:8][CH2:9][CH3:10])([CH2:11][CH2:12][CH2:13][CH3:14])[CH2:15][CH2:16][CH2:17][CH3:18].[F-:1].[O:44]1[CH2:45][CH2:46][CH2:47][CH2:48]1>>[OH:24][CH:25]([C:26](=[O:27])[NH:28][c:29]1[n:30][cH:31][c:32]([CH3:35])[n:33][cH:34]1)[CH2:36][O:37][CH:38]1[CH2:39][CH2:40][CH2:41]1.